This data is from the Open Reaction Database (ORD), a public repository of structured organic reaction records. The task is: describe an organic reaction: reactants, conditions, products, and yield Reactants: CC(C)(C)OC(=O)N1CCC(Br)CC1, [K+], [K+], O=C([O-])[O-], CN(C)C=O, O, O=c1cccn[nH]1. The product is CC(C)(C)OC(=O)N1CCC(n2ncccc2=O)CC1. As a reaction SMILES: [Br:1][CH:2]1[CH2:3][CH2:4][N:5]([C:8](=[O:9])[O:10][C:11]([CH3:12])([CH3:13])[CH3:14])[CH2:6][CH2:7]1.[K+:15].[K+:16].[O-:17][C:18]([O-:19])=[O:20].[O:29]=[CH:30][N:31]([CH3:32])[CH3:33].[OH2:28].[n:21]1[nH:22][c:23](=[O:27])[cH:24][cH:25][cH:26]1>>[CH:2]1([n:22]2[n:21][cH:26][cH:25][cH:24][c:23]2=[O:27])[CH2:3][CH2:4][N:5]([C:8](=[O:9])[O:10][C:11]([CH3:12])([CH3:13])[CH3:14])[CH2:6][CH2:7]1. The reactants are N1CCCCC1 (piperidine), CCCCCC (hexane), C(C)(=O)OC1(CCCCC1)C#C (1-Acetoxy-1-ethynylcyclohexane), C(C)OCC (diethyl ether). Reagents/catalysts: [Cu](Cl)Cl (copper chloride). The solvent is O1CCCC1 (tetrahydrofuran). Conditions: temperature 95 celsius, time 2 hour. Yields the product C(#C)C1(CCCCC1)N1CCCCC1 (1-(1-Ethynylcyclohexyl)piperidine). As a reaction SMILES: C(O[C:5]1([C:11]#[CH:12])[CH2:10][CH2:9][CH2:8][CH2:7][CH2:6]1)(=O)C.[NH:13]1[CH2:18][CH2:17][CH2:16][CH2:15][CH2:14]1.C(OCC)C.CCCCCC>O1CCCC1.[Cu](Cl)Cl>[C:11]([C:5]1([N:13]2[CH2:18][CH2:17][CH2:16][CH2:15][CH2:14]2)[CH2:6][CH2:7][CH2:8][CH2:9][CH2:10]1)#[CH:12]. Reported procedure: 7.0 g of 1-acetoxy-1-ethynylcyclohexane (Production Example 17) was dissolved in 140 ml of tetrahydrofuran, and after 20.8 ml of piperidine was added dropwise thereto at room temperature, 208 mg of copper chloride (I) was added to the resulting yellow transparent solution. The resulting mixture was stirred in an oil bath at 95° C. for 2 hours. The reaction mixture was left to stand to cool to room temperature, 200 ml of diethyl ether was added thereto and extracted with 100 ml of an aqueous 2 N ... Reported procedure: A mixture of ethyl 1-methyl-3-[(1-methylethyl)sulfinyl]-5-(phenylmethoxy)-1H-indole-2-carboxylate (0.50 g, 1.3 mmol) and sodium iodide (0.69 g, 4.6 mmol) in 30 mL of tetrahydrofuran is cooled to 0° C. and treated dropwise with trifluoroacetic anhydride (1.0 mL, 1.5 g, 7.1 mmol). The mixture is stirred for 10 minutes, then quenched by pouring into 100 mL of cold 5% aqueous sodium bicarbonate solution. The mixture is extracted with ether, and the combined organic layers are washed with 5% aqueous ... Solvent: O1CCCC1 (tetrahydrofuran). Starting materials: CN1C(=C(C2=CC(=CC=C12)OCC1=CC=CC=C1)S(=O)C(C)C)C(=O)OCC (ethyl 1-methyl-3-[(1-methylethyl)sulfinyl]-5-(phenylmethoxy)-1H-indole-2-carboxylate), [I-].[Na+] (sodium iodide), FC(C(=O)OC(C(F)(F)F)=O)(F)F (trifluoroacetic anhydride). The yield is 81.8%. Yields the product CCON1C(=C(C2=CC(=CC=C12)OCC1=CC=CC=C1)SC(C)C)C(=O)OCC (Ethyl 1-methyl-3-[(1-methylethyl)thio]-5-(phenylmethoxy)-methoxy-1H-indole-2-carboxylate). Reaction conditions: temperature 0 celsius, time 10 minute. Reaction SMILES: C[N:2]1[C:10]2[C:5](=[CH:6][C:7]([O:11][CH2:12][C:13]3[CH:18]=[CH:17][CH:16]=[CH:15][CH:14]=3)=[CH:8][CH:9]=2)[C:4]([S:19]([CH:21]([CH3:23])[CH3:22])=O)=[C:3]1[C:24]([O:26][CH2:27][CH3:28])=[O:25].[I-].[Na+].F[C:32](F)(F)[C:33](OC(=O)C(F)(F)F)=[O:34]>O1CCCC1>[CH3:32][CH2:33][O:34][N:2]1[C:10]2[C:5](=[CH:6][C:7]([O:11][CH2:12][C:13]3[CH:18]=[CH:17][CH:16]=[CH:15][CH:14]=3)=[CH:8][CH:9]=2)[C:4]([S:19][CH:21]([CH3:22])[CH3:23])=[C:3]1[C:24]([O:26][CH2:27][CH3:28])=[O:25] |f:1.2|. Reactants: FC1=CC=C(C=C1)N1N(C=C(C1=O)C(=O)OCC)C (ethyl 2-(4-fluorophenyl)-1-methyl-3-oxo-2,3-dihydro-1H-pyrazole-4-carboxylate), CO (methanol), [OH-].[Na+] (sodium hydroxide). Solvent: O1CCCC1 (tetrahydrofuran). Run at temperature 60 celsius, time 1 hour. The product is FC1=CC=C(C=C1)N1N(C=C(C1=O)C(=O)O)C (2-(4-fluorophenyl)-1-methyl-3-oxo-2,3-dihydro-1H-pyrazole-4-carboxylic acid). Isolated yield 78.9%. As a reaction SMILES: [F:1][C:2]1[CH:7]=[CH:6][C:5]([N:8]2[C:12](=[O:13])[C:11]([C:14]([O:16]CC)=[O:15])=[CH:10][N:9]2[CH3:19])=[CH:4][CH:3]=1.CO.[OH-].[Na+]>O1CCCC1>[F:1][C:2]1[CH:3]=[CH:4][C:5]([N:8]2[C:12](=[O:13])[C:11]([C:14]([OH:16])=[O:15])=[CH:10][N:9]2[CH3:19])=[CH:6][CH:7]=1 |f:2.3|. Procedure: To a solution of ethyl 2-(4-fluorophenyl)-1-methyl-3-oxo-2,3-dihydro-1H-pyrazole-4-carboxylate (1.6 g, 5.9 mmol) in tetrahydrofuran (6 mL)/methanol (5 mL) was added 4N aqueous sodium hydroxide solution (9 mL), and the mixture was stirred at 60° C. for 1 hr. Tetrahydrofuran and methanol were evaporated under reduced pressure. 6N Aqueous hydrochloric acid solution was added to the residue with stirring, and the precipitated solid was collected by filtration. The filtrate was washed with water and ...